Dataset: the Open Reaction Database (ORD), a public repository of structured organic reaction records. Task: describe an organic reaction: reactants, conditions, products, and yield Starting materials: B(Br)(Br)Br.C(Cl)Cl (boron tribromide methylene chloride), ClC1=CC=C(OCCNC(CCC2=C(C=CC=C2)OC)=O)C=C1 (N-(4-Chlorophenoxyethyl)-3-(2-methoxyphenyl)propanamide), O (water). Solvent: C(Cl)Cl (methylene chloride). Reaction conditions: time 1 hour. The product is ClC1=CC=C(OCCNC(CCC2=C(C=CC=C2)O)=O)C=C1 (N-(4-Chlorophenoxyethyl)-3-(2-hydroxyphenyl)propanamide). Reaction SMILES: [Cl:1][C:2]1[CH:23]=[CH:22][C:5]([O:6][CH2:7][CH2:8][NH:9][C:10](=[O:21])[CH2:11][CH2:12][C:13]2[CH:18]=[CH:17][CH:16]=[CH:15][C:14]=2[O:19]C)=[CH:4][CH:3]=1.B(Br)(Br)Br.C(Cl)Cl.O>C(Cl)Cl>[Cl:1][C:2]1[CH:23]=[CH:22][C:5]([O:6][CH2:7][CH2:8][NH:9][C:10](=[O:21])[CH2:11][CH2:12][C:13]2[CH:18]=[CH:17][CH:16]=[CH:15][C:14]=2[OH:19])=[CH:4][CH:3]=1 |f:1.2|. Reported procedure: N-(4-Chlorophenoxyethyl)-3-(2-methoxyphenyl)propanamide (12.8 g, 38.3 mmol) was dissolved in methylene chloride (10.0 mL). Subsequently, a 1.0M-boron tribromide/methylene chloride solution (49.8 mL, 49.8 mmol) was slowly added dropwise thereto under ice-cooling, followed by stirring for 1 hour at room temperature. Subsequently, water was slowly added dropwise thereto under ice-cooling, followed by stirring for 30 minutes. The resultant mixture was extracted with chloroform. The organic layer was... Reactants: C(C)C1=CC=C(C=C1)Br (4-ethylbromobenzene), C(CCC)[Li] (n-butyllithium), S(O)(O)(=O)=O (sulfuric acid), B(OCCCC)(OCCCC)OCCCC (tributyl borate), BrC=1C=CC2=C(C=C(CCO2)C(=O)OCC)C1 (ethyl 7-bromo-2,3-dihydro-1-benzoxepine-4-carboxylate), B(OC1=CC=C(C=C1)CC)([O-])[O-] (4-ethylphenyl borate), C([O-])([O-])=O.[K+].[K+] (potassium carbonate). The reagents and catalysts are C=1C=CC(=CC1)[P](C=2C=CC=CC2)(C=3C=CC=CC3)[Pd]([P](C=4C=CC=CC4)(C=5C=CC=CC5)C=6C=CC=CC6)([P](C=7C=CC=CC7)(C=8C=CC=CC8)C=9C=CC=CC9)[P](C=1C=CC=CC1)(C=1C=CC=CC1)C=1C=CC=CC1 (tetrakistriphenyl-phosphinepalladium). Run in O1CCCC1 (tetrahydrofuran), O1CCCC1 (tetrahydrofuran), C=1(C(=CC=CC1)CCO)C.O (toluene-ethanol water). Reaction conditions: time 1 hour. Product: C(C)C1=CC=C(C=C1)C=1C=CC2=C(C=C(CCO2)C(=O)OCC)C1 (ethyl 7-(4-ethylphenyl)-2,3-dihydro-1-benzoxepine-4-carboxylate). The yield is 85.5%. As a reaction SMILES: [CH2:1]([C:3]1[CH:8]=[CH:7][C:6](Br)=[CH:5][CH:4]=1)[CH3:2].C([Li])CCC.B(OCCCC)(OCCCC)OCCCC.S(=O)(=O)(O)O.Br[C:37]1[CH:38]=[CH:39][C:40]2[O:46][CH2:45][CH2:44][C:43]([C:47]([O:49][CH2:50][CH3:51])=[O:48])=[CH:42][C:41]=2[CH:52]=1.B([O-])([O-])OC1C=CC(CC)=CC=1.C(=O)([O-])[O-].[K+].[K+]>O1CCCC1.C1(C)C(CCO)=CC=CC=1.O.C1C=CC([P]([Pd]([P](C2C=CC=CC=2)(C2C=CC=CC=2)C2C=CC=CC=2)([P](C2C=CC=CC=2)(C2C=CC=CC=2)C2C=CC=CC=2)[P](C2C=CC=CC=2)(C2C=CC=CC=2)C2C=CC=CC=2)(C2C=CC=CC=2)C2C=CC=CC=2)=CC=1>[CH2:1]([C:3]1[CH:8]=[CH:7][C:6]([C:37]2[CH:38]=[CH:39][C:40]3[O:46][CH2:45][CH2:44][C:43]([C:47]([O:49][CH2:50][CH3:51])=[O:48])=[CH:42][C:41]=3[CH:52]=2)=[CH:5][CH:4]=1)[CH3:2] |f:6.7.8,10.11,^1:90,92,111,130|. Procedure details: Under argon atmosphere, to a solution of 4-ethylbromobenzene (10.0 g) in tetrahydrofuran (60 ml) was added n-butyllithium (1.6M hexane solution) (37.2 ml) at −78° C., and the mixture was stirred for 1 hour. To the reaction mixture was dropwise added a solution of tributyl borate (13.68 g) in tetrahydrofuran (30 ml), and the reaction mixture was warmed to room temperature and stirred at room temperature for 2 hours. To the reaction mixture was added 10% sulfuric acid (100 ml), and the mixture was... Starting materials: O (Water), FC(S(=O)(=O)OS(=O)(=O)C(F)(F)F)(F)F (Trifluoromethanesulfonic anhydride), COC(CC1=CC2=CC=C(C=C2C(=C1C)CC1=CC=C(C=C1)O)F)=O ([6-fluoro-4-(4-hydroxy-benzyl)-3-methyl-naphthalen-2-yl]-acetic acid methyl ester), N1=CC=CC=C1 (pyridine). Run in ClCCl (dichloromethane). Run at time 1 hour. Yields the product COC(CC1=CC2=CC=C(C=C2C(=C1C)CC1=CC=C(C=C1)OS(=O)(=O)C(F)(F)F)F)=O ([6-fluoro-3-methyl-4-(4-trifluoromethanesulfonyloxy-benzyl)-naphthalen-2-yl]-acetic acid methyl ester). Yield: 70.2%. RXN SMILES: FC(F)(F)S([O:6][S:7]([C:10]([F:13])([F:12])[F:11])(=[O:9])=[O:8])(=O)=O.[CH3:16][O:17][C:18](=[O:40])[CH2:19][C:20]1[C:29]([CH3:30])=[C:28]([CH2:31][C:32]2[CH:37]=[CH:36][C:35](O)=[CH:34][CH:33]=2)[C:27]2[C:22](=[CH:23][CH:24]=[C:25]([F:39])[CH:26]=2)[CH:21]=1.N1C=CC=CC=1.O>ClCCl>[CH3:16][O:17][C:18](=[O:40])[CH2:19][C:20]1[C:29]([CH3:30])=[C:28]([CH2:31][C:32]2[CH:33]=[CH:34][C:35]([O:6][S:7]([C:10]([F:11])([F:12])[F:13])(=[O:8])=[O:9])=[CH:36][CH:37]=2)[C:27]2[C:22](=[CH:23][CH:24]=[C:25]([F:39])[CH:26]=2)[CH:21]=1. Procedure: Trifluoromethanesulfonic anhydride (2.6 mL, 15.0 mmol) was added drop-wise to a -6° C. solution of [6-fluoro-4-(4-hydroxy-benzyl)-3-methyl-naphthalen-2-yl]-acetic acid methyl ester (3.9 g, 11.5 mmol) and pyridine (1.4 mL, 17.4 mmol) in dichloromethane (100 mL). The reaction mixture was warmed to room temperature, and stirred for 1 hour. The reaction mixture was then cooled to 4° C. Water (20 mL) was added, and the organic layer was dried over MgSO4, filtered, and concentrated. A solution of this...